Dataset: the Open Reaction Database (ORD), a public repository of structured organic reaction records. Task: describe an organic reaction: reactants, conditions, products, and yield Starting materials: ClC=1C=C(C=CC1)[C@@H]([C@H]1CN(CCC1)C(=O)N[C@H](CN(C(OCC[Si](C)(C)C)=O)C)CC1CCCCC1)OCC(C)=O (2-(trimethylsilyl)ethyl (S)-2-((R)-3-((R)-(3-chlorophenyl)(2-oxopropoxy)methyl)piperidine-1-carboxamido)-3-cyclohexylpropyl(methyl)carbamate), [BH3-]C#N.[Na+] (NaBH3CN), NH4OAc. Solvent: CO (MeOH), CO (MeOH). Run at time 22 hour. Yields the product NC(CO[C@H]([C@H]1CN(CCC1)C(=O)N[C@H](CN(C(OCC[Si](C)(C)C)=O)C)CC1CCCCC1)C1=CC(=CC=C1)Cl)C (2-(trimethylsilyl)ethyl (2S)-2-((3R)-3-((1R)-(2-aminopropoxy)(3-chlorophenyl)methyl)piperidine-1-carboxamido)-3-cyclohexylpropyl(methyl)carbamate). The yield is 494.6%. RXN SMILES: [Cl:1][C:2]1[CH:3]=[C:4]([C@H:8]([O:38][CH2:39][C:40](=O)[CH3:41])[C@@H:9]2[CH2:14][CH2:13][CH2:12][N:11]([C:15]([NH:17][C@@H:18]([CH2:31][CH:32]3[CH2:37][CH2:36][CH2:35][CH2:34][CH2:33]3)[CH2:19][N:20]([CH3:30])[C:21](=[O:29])[O:22][CH2:23][CH2:24][Si:25]([CH3:28])([CH3:27])[CH3:26])=[O:16])[CH2:10]2)[CH:5]=[CH:6][CH:7]=1.[BH3-]C#[N:45].[Na+]>CO>[NH2:45][CH:40]([CH3:41])[CH2:39][O:38][C@@H:8]([C:4]1[CH:5]=[CH:6][CH:7]=[C:2]([Cl:1])[CH:3]=1)[C@@H:9]1[CH2:14][CH2:13][CH2:12][N:11]([C:15]([NH:17][C@@H:18]([CH2:31][CH:32]2[CH2:33][CH2:34][CH2:35][CH2:36][CH2:37]2)[CH2:19][N:20]([CH3:30])[C:21](=[O:29])[O:22][CH2:23][CH2:24][Si:25]([CH3:26])([CH3:28])[CH3:27])=[O:16])[CH2:10]1 |f:1.2|. Procedure details: A mixture of 2-(trimethylsilyl)ethyl (S)-2-((R)-3-((R)-(3-chlorophenyl)(2-oxopropoxy)methyl)piperidine-1-carboxamido)-3-cyclohexylpropyl(methyl)carbamate (0.0487 g, 0.078 mmol, 1.0 equiv), NaBH3CN (0.0296 g, 0.471 mmol, 6.0 equiv), NH4OAc (0.2550 g, 3.31 mmol, 42 equiv), and 4 A molecular sieves (0.0555 g) in MeOH (1 mL) was stirred at rt for 22 h. The reaction mixture was diluted with MeOH and filtered through filter agent, Celite® 545. The filtrate was evaporated under reduced pressure to affo...